This data is from the Open Reaction Database (ORD), a public repository of structured organic reaction records. The task is: describe an organic reaction: reactants, conditions, products, and yield Reactants: FC1=C(C(=O)O)C=CC=C1 (2-fluorobenzoic acid), FC(C(CNC1=C2C=NN(C2=CC=C1)C1=CC=CC=C1)(O)CNCCC)(F)F (1,1,1-trifluoro-3-[(1-phenyl-1H-indazol-4-yl)amino]-2-[(propylamino)methyl]-2-propanol). Yields the product FC1=C(C(=O)N(CC(C(F)(F)F)(CNC2=C3C=NN(C3=CC=C2)C2=CC=CC=C2)O)CCC)C=CC=C1 (2-Fluoro-N-propyl-N-(3,3,3-trifluoro-2-hydroxy-2-{[(1-phenyl-1H-indazol-4-yl)amino]methyl}propyl)benzamide). As a reaction SMILES: [F:1][C:2]1[CH:10]=[CH:9][CH:8]=[CH:7][C:3]=1[C:4]([OH:6])=O.[F:11][C:12]([F:38])([F:37])[C:13]([CH2:32][NH:33][CH2:34][CH2:35][CH3:36])([OH:31])[CH2:14][NH:15][C:16]1[CH:24]=[CH:23][CH:22]=[C:21]2[C:17]=1[CH:18]=[N:19][N:20]2[C:25]1[CH:30]=[CH:29][CH:28]=[CH:27][CH:26]=1>>[F:1][C:2]1[CH:10]=[CH:9][CH:8]=[CH:7][C:3]=1[C:4]([N:33]([CH2:34][CH2:35][CH3:36])[CH2:32][C:13]([OH:31])([CH2:14][NH:15][C:16]1[CH:24]=[CH:23][CH:22]=[C:21]2[C:17]=1[CH:18]=[N:19][N:20]2[C:25]1[CH:30]=[CH:29][CH:28]=[CH:27][CH:26]=1)[C:12]([F:37])([F:11])[F:38])=[O:6]. Procedure: Prepared similarly to Example 1 from 2-fluorobenzoic acid and 1,1,1-trifluoro-3-[(1-phenyl-1H-indazol-4-yl)amino]-2-[(propylamino)methyl]-2-propanol. The reactants are C=CCCCCCCC(N)CCCCCCCCC, CC(C)=O, CCO, O=P(O)(O)O. The product is C=CCCCCCCC(N)CCCCCCCCC, O=P(O)(O)O. As a reaction SMILES: [CH2:1]=[CH:2][CH2:3][CH2:4][CH2:5][CH2:6][CH2:7][CH2:8][CH:9]([CH2:10][CH2:11][CH2:12][CH2:13][CH2:14][CH2:15][CH2:16][CH2:17][CH3:18])[NH2:19].[CH3:25][C:26](=[O:27])[CH3:28].[CH3:29][CH2:30][OH:31].[P:20]([OH:21])([OH:22])([OH:23])=[O:24]>>[CH2:1]=[CH:2][CH2:3][CH2:4][CH2:5][CH2:6][CH2:7][CH2:8][CH:9]([CH2:10][CH2:11][CH2:12][CH2:13][CH2:14][CH2:15][CH2:16][CH2:17][CH3:18])[NH2:19].[P:20](=[O:21])([OH:22])([OH:23])[OH:24]. Starting materials: FC1=CC=C(C=C1)NC(=O)C1(CC1)C(=O)NC1=CC=C(C=C1)OC1=NC(=NC2=CC(=C(C=C12)OC)OC)C (N-(4-fluorophenyl)-N′-(4-{[2-methyl-6,7-bis(methyloxy)quinazolin-4-yl]oxy}phenyl)cyclopropane-1,1-dicarboxamide), COC(C1=C(C=C(C(=C1)OC)OC)N)=O (2-amino-4,5-dimethoxy-benzoic acid methyl ester), C(C)(=O)OC(C)=O (acetic anhydride). The solvent is CCCCCCC (heptane). Yields the product crude product, COC(C1=C(C=C(C(=C1)OC)OC)NC(C)=O)=O (2-acetylamino-4,5-dimethoxy-benzoic acid methyl ester). As a reaction SMILES: FC1C=CC(N[C:9]([C:11]2(C(NC3C=CC(OC4C5C(=CC(OC)=C(OC)C=5)N=C(C)N=4)=CC=3)=O)CC2)=[O:10])=CC=1.[CH3:39][O:40][C:41](=[O:53])[C:42]1[CH:47]=[C:46]([O:48][CH3:49])[C:45]([O:50][CH3:51])=[CH:44][C:43]=1[NH2:52].C(OC(=O)C)(=O)C>CCCCCCC>[CH3:39][O:40][C:41](=[O:53])[C:42]1[CH:47]=[C:46]([O:48][CH3:49])[C:45]([O:50][CH3:51])=[CH:44][C:43]=1[NH:52][C:9](=[O:10])[CH3:11]. Procedure: ′N-(4-fluorophenyl)-N′-(4-{[2-methyl-6,7-bis(methyloxy)quinazolin-4-yl]oxy}phenyl)cyclopropane-1,1-dicarboxamide. Commercially available 2-amino-4,5-dimethoxy-benzoic acid methyl ester (3 g, 0.014 mol) and acetic anhydride (4.03 mL, 0.0426 mol) were heated in heptane at 100° C. for 3 hours. After removal of heptane in vacuo, the crude product of 2-acetylamino-4,5-dimethoxy-benzoic acid methyl ester was obtained and used without further purification. LC/MS: m/z 254 (M+H). Starting materials: NC=1C(=C2CC3(CC2=CC1)N(C(NC3=O)=O)C)Cl (5′-amino-4′-chloro-3-methyl-spiro[imidazolidine-4,2′-indane]-2,5-dione), Intermediate 49, NC=1C=C2CC3(CC2=CC1Cl)N(C(NC3=O)=O)C (5′-amino-6′-chloro-3-methyl-spiro[imidazolidine-4,2′-indane]-2,5-dione). Yields the product ClC1=C2CC3(CC2=CC=C1NC(CN1C(N(C2=C1C=CC=C2)C2=NC=CC=C2)=O)=O)N(C(NC3=O)=O)C (4′-Chloro-3-methyl-5′-{[2-(2-oxo-3-pyridin-2-yl-2,3-dihydro-1H-benzimidazol-1-yl)acetyl]amino}-spiro[imidazolidine-4,2′-indane]-2,5-dione). As a reaction SMILES: [NH2:1][C:2]1[C:3]([Cl:18])=[C:4]2[C:8](=[CH:9][CH:10]=1)[CH2:7][C:6]1([C:14](=[O:15])[NH:13][C:12](=[O:16])[N:11]1[CH3:17])[CH2:5]2.NC1C=C2[C:26](=[CH:27][C:28]=1Cl)[CH2:25][C:24]1([C:33](=O)[NH:32][C:31](=[O:35])[N:30]1[CH3:36])C2>>[Cl:18][C:3]1[C:2]([NH:1][C:14](=[O:15])[CH2:6][N:32]2[C:33]3[CH:28]=[CH:27][CH:26]=[CH:25][C:24]=3[N:30]([C:36]3[CH:8]=[CH:9][CH:10]=[CH:2][N:1]=3)[C:31]2=[O:35])=[CH:10][CH:9]=[C:8]2[C:4]=1[CH2:5][C:6]1([C:14](=[O:15])[NH:13][C:12](=[O:16])[N:11]1[CH3:17])[CH2:7]2. Procedure: Essentially following the procedures described for Example 93, but using 5′-amino-4′-chloro-3-methyl-spiro[imidazolidine-4,2′-indane]-2,5-dione, enantiomer B, (described in Intermediate 49) in place of 5′-amino-6′-chloro-3-methyl-spiro[imidazolidine-4,2′-indane]-2,5-dione, enantiomer B, the title compound was obtained. MS: m/z=517 (M+1). HRMS: m/z=517.1381; calculated m/z=517.1386 for C26H22ClN6O4. Starting materials: Cl.BrC=1C=CC(=C(CN)C1)F (5-bromo-2-fluorobenzylamine hydrochloride), C(C)(C)N(CC)C(C)C (diisopropylethylamine), CS(=O)(=O)Cl (methanesulfonyl chloride). The solvent is C(C)(=O)OCC (ethyl acetate), ClCCl (dichloromethane). The product is BrC=1C=CC(=C(CNS(=O)(=O)C)C1)F (N-(5-Bromo-2-fluorobenzyl)methanesulfonamide). As a reaction SMILES: Cl.[Br:2][C:3]1[CH:4]=[CH:5][C:6]([F:11])=[C:7]([CH:10]=1)[CH2:8][NH2:9].C(N(C(C)C)CC)(C)C.[CH3:21][S:22](Cl)(=[O:24])=[O:23]>ClCCl.C(OCC)(=O)C>[Br:2][C:3]1[CH:4]=[CH:5][C:6]([F:11])=[C:7]([CH:10]=1)[CH2:8][NH:9][S:22]([CH3:21])(=[O:24])=[O:23] |f:0.1|. Procedure details: Dissolve 5-bromo-2-fluorobenzylamine hydrochloride (500 mg, 2.08 mmol) in dichloromethane (8 mL) and diisopropylethylamine (0.90 mL, 5.20 mmol) and treat with methanesulfonyl chloride (0.19 mL, 2.49 mmol). After 4.5 h dilute with ethyl acetate and wash with 0.5 N hydrochloric acid, an aqueous saturated solution of sodium bicarbonate, and an aqueous saturated solution of sodium chloride. Dry (sodium sulfate), filter, and concentrate to give the title compound as a pale orange oil, which crystalli... Starting materials: Brc1nccs1, C1COCCO1, CC(=O)[O-], C1CCC(P(C2CCCCC2)C2CCCCC2)CC1, Clc1ccn2ccnc2c1, [K+], [Na+], [Na+], O=C([O-])[O-], [Pd], c1ccc(P(c2ccccc2)c2ccccc2)cc1, c1ccc(P(c2ccccc2)c2ccccc2)cc1, c1ccc(P(c2ccccc2)c2ccccc2)cc1, c1ccc(P(c2ccccc2)c2ccccc2)cc1. As a reaction SMILES: [Br:41][c:42]1[s:43][cH:44][cH:45][n:46]1.[CH2:47]1[O:48][CH2:49][CH2:50][O:51][CH2:52]1.[CH3:12][C:13](=[O:14])[O-:15].[CH:16]1([P:17]([CH:18]2[CH2:19][CH2:20][CH2:21][CH2:22][CH2:23]2)[CH:24]2[CH2:25][CH2:26][CH2:27][CH2:28][CH2:29]2)[CH2:30][CH2:31][CH2:32][CH2:33][CH2:34]1.[Cl:1][c:2]1[cH:3][c:4]2[n:5]([cH:6][cH:7]1)[cH:8][cH:9][n:10]2.[K+:11].[Na+:35].[Na+:36].[O-:37][C:38](=[O:39])[O-:40].[Pd:53].[c:111]1([P:112]([c:113]2[cH:114][cH:115][cH:116][cH:117][cH:118]2)[c:119]2[cH:120][cH:121][cH:122][cH:123][cH:124]2)[cH:125][cH:126][cH:127][cH:128][cH:129]1.[c:54]1([P:55]([c:56]2[cH:57][cH:58][cH:59][cH:60][cH:61]2)[c:62]2[cH:63][cH:64][cH:65][cH:66][cH:67]2)[cH:68][cH:69][cH:70][cH:71][cH:72]1.[c:73]1([P:74]([c:75]2[cH:76][cH:77][cH:78][cH:79][cH:80]2)[c:81]2[cH:82][cH:83][cH:84][cH:85][cH:86]2)[cH:87][cH:88][cH:89][cH:90][cH:91]1.[c:92]1([P:93]([c:94]2[cH:95][cH:96][cH:97][cH:98][cH:99]2)[c:100]2[cH:101][cH:102][cH:103][cH:104][cH:105]2)[cH:106][cH:107][cH:108][cH:109][cH:110]1>>[c:2]1(-[c:42]2[s:43][cH:44][cH:45][n:46]2)[cH:3][c:4]2[n:5]([cH:6][cH:7]1)[cH:8][cH:9][n:10]2. Product: c1csc(-c2ccn3ccnc3c2)n1. Reactants: COC(=O)c1ccc(C(=O)OC)cc1, CCCCCOc1ccc(C(C)=O)cc1, C[O-], CN(C)C=O, Cl, [Na+], O. Product: CCCCCOc1ccc(C(=O)CC(=O)c2ccc(C(=O)OC)cc2)cc1. Reaction SMILES: [C:16]([c:17]1[cH:18][cH:19][c:20]([C:21](=[O:22])[O:23][CH3:24])[cH:25][cH:26]1)(=[O:27])[O:28][CH3:29].[CH2:1]([CH2:2][CH2:3][CH2:4][CH3:5])[O:6][c:7]1[cH:8][cH:9][c:10]([C:13]([CH3:14])=[O:15])[cH:11][cH:12]1.[CH3:30][O-:31].[CH3:35][N:36]([CH3:37])[CH:38]=[O:39].[ClH:33].[Na+:32].[OH2:34]>>[CH2:1]([CH2:2][CH2:3][CH2:4][CH3:5])[O:6][c:7]1[cH:8][cH:9][c:10]([C:13]([CH2:14][C:16]([c:17]2[cH:18][cH:19][c:20]([C:21](=[O:22])[O:23][CH3:24])[cH:25][cH:26]2)=[O:27])=[O:15])[cH:11][cH:12]1.